From a dataset of the Open Reaction Database (ORD), a public repository of structured organic reaction records. describe an organic reaction: reactants, conditions, products, and yield Product: ClC1=CC=CC=2NCC(OC21)C(=O)N (Dihydro-8-chloro-2H-1,4-benzoxazine-2-carboxamide). Procedure: This compound is obtained using the same experimental conditions as those used for the synthesis of intermediate 4b but replacing 3,4-dihydro-8-fluoro-2H-1,4-benzoxazine-2-ethyl carboxylate (5b) with 3,4-dihydro-8-chloro-2H-1,4-benzoxazine-2-ethyl carboxylate (5d), [73268-47-0]. The title compound of formula (4d) is obtained. Starting materials: FC1=CC=CC=2NCC(OC21)C(=O)N (3,4-Dihydro-8-fluoro-2H-1,4-benzoxazine-2-carboxamide), ClC1=CC=CC=2NCCOC21.CCC(=O)[O-] (3,4-dihydro-8-chloro-2H-1,4-benzoxazine 2-ethyl carboxylate). As a reaction SMILES: F[C:2]1[C:11]2[O:10][CH:9]([C:12]([NH2:14])=[O:13])[CH2:8][NH:7][C:6]=2[CH:5]=[CH:4][CH:3]=1.[Cl:15]C1C2OCCNC=2C=CC=1.CCC([O-])=O>>[Cl:15][C:2]1[C:11]2[O:10][CH:9]([C:12]([NH2:14])=[O:13])[CH2:8][NH:7][C:6]=2[CH:5]=[CH:4][CH:3]=1 |f:1.2|. The reactants are N1CC(CCC1)CN1C(C2=CC(=C(C=C2C1)OC)OC)=O (2-[(piperidin-3-yl)-methyl]-5,6-dimethoxy-1-oxo-1,3-dihydro-isoindole), C1(=CC=CC=C1)S(=O)(=O)OCCCC1=CNC2=CC=CC=C12 (3-(3-benzenesulphonyloxy-propyl)-indole). The solvent is CN(C=O)C (dimethylformamide), C(C)N(CC)CC (triethylamine). Product: N1C=C(C2=CC=CC=C12)CCCN1CC(CCC1)CN1C(C2=CC(=C(C=C2C1)OC)OC)=O (2-[(N-(3-(Indol-3-yl)-propyl)-piperidin-3-yl)-methyl]-5,6-dimethoxy-1-oxo-1,3-dihydro-isoindole). Reaction SMILES: [NH:1]1[CH2:6][CH2:5][CH2:4][CH:3]([CH2:7][N:8]2[CH2:16][C:15]3[C:10](=[CH:11][C:12]([O:19][CH3:20])=[C:13]([O:17][CH3:18])[CH:14]=3)[C:9]2=[O:21])[CH2:2]1.C1(S(O[CH2:32][CH2:33][CH2:34][C:35]2[C:43]3[C:38](=[CH:39][CH:40]=[CH:41][CH:42]=3)[NH:37][CH:36]=2)(=O)=O)C=CC=CC=1>CN(C)C=O.C(N(CC)CC)C>[NH:37]1[C:38]2[C:43](=[CH:42][CH:41]=[CH:40][CH:39]=2)[C:35]([CH2:34][CH2:33][CH2:32][N:1]2[CH2:6][CH2:5][CH2:4][CH:3]([CH2:7][N:8]3[CH2:16][C:15]4[C:10](=[CH:11][C:12]([O:19][CH3:20])=[C:13]([O:17][CH3:18])[CH:14]=4)[C:9]3=[O:21])[CH2:2]2)=[CH:36]1. Procedure: Prepared from 2-[(piperidin-3-yl)-methyl]-5,6-dimethoxy-1-oxo-1,3-dihydro-isoindole and 3-(3-benzenesulphonyloxy-propyl)-indole in dimethylformamide and triethylamine analogously to Example 1. Reactants: NC1=C(C=C(CCP(OCCOC)=O)C=C1)OC (2-methoxyethyl (4-amino-3-methoxybenzyl)methylphosphinate), ClC1=NC=C(C(=N1)NC1=C(C(=O)NC)C=CC=C1)C(F)(F)F (2-(2-chloro-5-(trifluoromethyl)pyrimidin-4-ylamino)-N-methylbenzamide), ClC1=NC=C(C(=N1)NC1=C(C(=O)NC)C=CC=C1)C(F)(F)F (2-(2-chloro-5-(trifluoromethyl)pyrimidin-4-ylamino)-N-methylbenzamide). Product: COC=1C=C(CCP(OCCOC)=O)C=CC1NC1=NC=C(C(=N1)NC1=C(C=CC=C1)C(NC)=O)C(F)(F)F (2-Methoxyethyl (3-methoxy-4-{[4-{[2-(methylcarbamoyl)phenyl]amino}-5-(trifluoromethyl)pyrimidin-2-yl]amino}benzyl)methylphosphinate). Reaction SMILES: [NH2:1][C:2]1[CH:16]=[CH:15][C:5]([CH2:6][CH2:7][PH:8](=[O:14])[O:9][CH2:10][CH2:11][O:12][CH3:13])=[CH:4][C:3]=1[O:17][CH3:18].Cl[C:20]1[N:25]=[C:24]([NH:26][C:27]2[CH:36]=[CH:35][CH:34]=[CH:33][C:28]=2[C:29]([NH:31][CH3:32])=[O:30])[C:23]([C:37]([F:40])([F:39])[F:38])=[CH:22][N:21]=1>>[CH3:18][O:17][C:3]1[CH:4]=[C:5]([CH:15]=[CH:16][C:2]=1[NH:1][C:20]1[N:25]=[C:24]([NH:26][C:27]2[CH:36]=[CH:35][CH:34]=[CH:33][C:28]=2[C:29](=[O:30])[NH:31][CH3:32])[C:23]([C:37]([F:40])([F:38])[F:39])=[CH:22][N:21]=1)[CH2:6][CH2:7][PH:8](=[O:14])[O:9][CH2:10][CH2:11][O:12][CH3:13]. Procedure: The title compound was prepared according to the procedure for Example 102 using 2-methoxyethyl (4-amino-3-methoxybenzyl)methylphosphinate and 2-{[2-chloro-5-(trifluoromethyl)pyrimidin-4-yl]amino}-N-methylbenzamide (Compound 104A). 1H NMR (DMSO-d6, 400 MHz): δ=1.33 (d, J=14.15 Hz, 3 H), 2.76 (d, J=4.55 Hz, 3 H), 3.21 (d, J=17.94 Hz, 2 H), 3.26 (s, 3 H), 3.48-3.52 (m, 2 H), 3.77 (s, 3 H), 4.03 (ddt, J=6.19, 4.48, 3.13, 3.13 Hz, 2 H), 6.81-6.87 (m, 1 H), 7.02 (s, 1 H), 7.07 (t, J=7.45 Hz, 1 H), 7.... Reactants: FC(F)(F)c1nnc2ccc(N3CCNCC3)nn12, O=S(=O)(Cl)c1ccc2ccccc2c1, c1ccncc1. Product: O=S(=O)(c1ccc2ccccc2c1)N1CCN(c2ccc3nnc(C(F)(F)F)n3n2)CC1. RXN SMILES: [N:15]1([c:21]2[cH:22][cH:23][c:24]3[n:25]([n:26]2)[c:27]([C:30]([F:31])([F:32])[F:33])[n:28][n:29]3)[CH2:16][CH2:17][NH:18][CH2:19][CH2:20]1.[cH:1]1[c:2]([S:11](=[O:12])(=[O:13])[Cl:14])[cH:3][cH:4][c:5]2[cH:6][cH:7][cH:8][cH:9][c:10]12.[cH:34]1[cH:35][cH:36][n:37][cH:38][cH:39]1>>[cH:1]1[c:2]([S:11](=[O:12])(=[O:13])[N:18]2[CH2:17][CH2:16][N:15]([c:21]3[cH:22][cH:23][c:24]4[n:25]([n:26]3)[c:27]([C:30]([F:31])([F:32])[F:33])[n:28][n:29]4)[CH2:20][CH2:19]2)[cH:3][cH:4][c:5]2[cH:6][cH:7][cH:8][cH:9][c:10]12. Starting materials: B([O-])[O-] (boronate), CC1(OB(OC1(C)C)C=1C=C(C=CC1)C=C1CCN(CC1)C(=O)OC(C)(C)C)C (1,1-Dimethylethyl 4-{[3-(4,4,5,5-tetramethyl-1,3,2-dioxaborolan-2-yl)phenyl]methylidene}-1-piperidinecarboxylate), N#N (N2), gum, B(O)O.B([O-])[O-] (boronic acid boronate). Reagents/catalysts: [Pd] (palladium on carbon). Solvent: C(C)O (ethanol). Product: CC1(OB(OC1(C)C)C=1C=C(C=CC1)CC1CCN(CC1)C(=O)OC(C)(C)C)C (1,1-Dimethylethyl 4-{[3-(4,4,5,5-tetramethyl-1,3,2-dioxaborolan-2-yl)phenyl]methyl}-1-piperidinecarboxylate). As a reaction SMILES: [CH3:1][C:2]1([CH3:29])[C:6]([CH3:8])([CH3:7])[O:5][B:4]([C:9]2[CH:10]=[C:11]([CH:15]=[C:16]3[CH2:21][CH2:20][N:19]([C:22]([O:24][C:25]([CH3:28])([CH3:27])[CH3:26])=[O:23])[CH2:18][CH2:17]3)[CH:12]=[CH:13][CH:14]=2)[O:3]1.N#N.B([O-])[O-].B(O)O.B([O-])[O-]>C(O)C.[Pd]>[CH3:7][C:6]1([CH3:8])[C:2]([CH3:1])([CH3:29])[O:3][B:4]([C:9]2[CH:10]=[C:11]([CH2:15][CH:16]3[CH2:17][CH2:18][N:19]([C:22]([O:24][C:25]([CH3:28])([CH3:27])[CH3:26])=[O:23])[CH2:20][CH2:21]3)[CH:12]=[CH:13][CH:14]=2)[O:5]1 |f:3.4|. Procedure details: 1,1-Dimethylethyl 4-{[3-(4,4,5,5-tetramethyl-1,3,2-dioxaborolan-2-yl)phenyl]methylidene}-1-piperidinecarboxylate (92.48 g, 232 mmol) was dissolved in ethanol (1500 mL) and added to N2-purged 10% palladium on carbon (9 g, 4.25 mmol) in a 5 L hydrogenation flask. The resulting mixture was then deoxygenated by alternating N2 and vacuum supplies to the vessel. The flask was then placed under a hydrogen atmosphere with stirring. After 1 h the reaction had absorbed the theoretical volume of hydrogen a...